Task: describe an organic reaction: reactants, conditions, products, and yield. Dataset: the Open Reaction Database (ORD), a public repository of structured organic reaction records Starting materials: FC=1C=C(C(N(C1)C)=O)[C@@H]1N(CCC1)C1=NC=2N(C=C1)N=CC2C(=O)O ((R)-5-(2-(5-fluoro-1-methyl-2-oxo-1,2-dihydropyridin-3-yl)pyrrolidin-1-yl)pyrazolo[1,5-a]pyrimidine-3-carboxylic acid), CC(C)(C)N (2-methylpropan-2-amine). Product: C(C)(C)(C)NC(=O)C=1C=NN2C1N=C(C=C2)N2[C@H](CCC2)C=2C(N(C=C(C2)F)C)=O ((R)—N-tert-butyl-5-(2-(5-fluoro-1-methyl-2-oxo-1,2-dihydropyridin-3-yl)pyrrolidin-1-yl)pyrazolo[1,5-a]pyrimidine-3-carboxamide). Yield: 75.0%. RXN SMILES: [F:1][C:2]1[CH:3]=[C:4]([C@H:10]2[CH2:14][CH2:13][CH2:12][N:11]2[C:15]2[CH:20]=[CH:19][N:18]3[N:21]=[CH:22][C:23]([C:24]([OH:26])=O)=[C:17]3[N:16]=2)[C:5](=[O:9])[N:6]([CH3:8])[CH:7]=1.[CH3:27][C:28]([NH2:31])([CH3:30])[CH3:29]>>[C:28]([NH:31][C:24]([C:23]1[CH:22]=[N:21][N:18]2[CH:19]=[CH:20][C:15]([N:11]3[CH2:12][CH2:13][CH2:14][C@@H:10]3[C:4]3[C:5](=[O:9])[N:6]([CH3:8])[CH:7]=[C:2]([F:1])[CH:3]=3)=[N:16][C:17]=12)=[O:26])([CH3:30])([CH3:29])[CH3:27]. Procedure details: Prepared by the method described in Example 140, using (R)-5-(2-(5-fluoro-1-methyl-2-oxo-1,2-dihydropyridin-3-yl)pyrrolidin-1-yl)pyrazolo[1,5-a]pyrimidine-3-carboxylic acid (Preparation R) and 2-methylpropan-2-amine. The residue was purified by silica column chromatography, eluting with 3% MeOH/DCM to yield the title compound (26 mg, 75% yield). MS (apci) m/z=413.1 (M+H). Starting materials: S(=O)(=O)(OC)OC (dimethyl sulfate), N1C(=CC2=CC=C3C(=C12)C1=C(S3)C=CC=C1)C(=O)OCC (ethyl 1H-[1]benzothieno[2,3-g]indole-2-carboxylate). Solvent: C1(=CC=CC=C1)C (PhCH3). Product: CN1C(=CC2=CC=C3C(=C12)C1=C(S3)C=CC=C1)C(=O)OCC (ethyl 1-methyl-1H-[1]benzothieno[2,3-g]indole-2-carboxylate). RXN SMILES: S(OC)(O[CH3:5])(=O)=O.[NH:8]1[C:16]2[C:11](=[CH:12][CH:13]=[C:14]3[S:19][C:18]4[CH:20]=[CH:21][CH:22]=[CH:23][C:17]=4[C:15]3=2)[CH:10]=[C:9]1[C:24]([O:26][CH2:27][CH3:28])=[O:25]>C1(C)C=CC=CC=1>[CH3:5][N:8]1[C:16]2[C:11](=[CH:12][CH:13]=[C:14]3[S:19][C:18]4[CH:20]=[CH:21][CH:22]=[CH:23][C:17]=4[C:15]3=2)[CH:10]=[C:9]1[C:24]([O:26][CH2:27][CH3:28])=[O:25]. Procedure: Using the procedure outlined in Example 34A except that dimethyl sulfate was used as the alkylating agent, ethyl 1H-[1]benzothieno[2,3-g]indole-2-carboxylate (H. G. Pars Pharmaceutical Laboratories, Inc.) gave a quantitative yield of ethyl 1-methyl-1H-[1]benzothieno[2,3-g]indole-2-carboxylate, mp 85°-86°, (PhCH3), (C,H,N). Starting materials: Cl (hydrochloric acid), C(C)N(C(=O)Cl)CC (Diethylcarbamoyl chloride), ClC=1C(=NC=C(C1)C(F)(F)F)OC1=NNC(=C1)C (3-(3-chloro-5-trifluoromethylpyridin-2-yloxy)-5-methylpyrazole), C([O-])([O-])=O.[K+].[K+] (potassium carbonate). Run in CN(C)C=O (DMF). Reaction conditions: temperature 70 celsius, time 9 hour. Product: C(C)N(C(=O)N1N=C(C=C1C)OC1=NC=C(C=C1Cl)C(F)(F)F)CC (N,N-diethyl-3-(3-chloro-5-trifluoromethylpyridin-2-yloxy)-5-methylpyrazole-1-carboxamide). Yield: 11.1%. Reaction SMILES: [CH2:1]([N:3]([CH2:7][CH3:8])[C:4](Cl)=[O:5])[CH3:2].[Cl:9][C:10]1[C:11]([O:20][C:21]2[CH:25]=[C:24]([CH3:26])[NH:23][N:22]=2)=[N:12][CH:13]=[C:14]([C:16]([F:19])([F:18])[F:17])[CH:15]=1.C(=O)([O-])[O-].[K+].[K+].Cl>CN(C=O)C>[CH2:1]([N:3]([CH2:7][CH3:8])[C:4]([N:23]1[C:24]([CH3:26])=[CH:25][C:21]([O:20][C:11]2[C:10]([Cl:9])=[CH:15][C:14]([C:16]([F:19])([F:18])[F:17])=[CH:13][N:12]=2)=[N:22]1)=[O:5])[CH3:2] |f:2.3.4|. Procedure: Diethylcarbamoyl chloride (1.52 g, 7.8 mmol) was added to a solution of 3-(3-chloro-5-trifluoromethylpyridin-2-yloxy)-5-methylpyrazole (1.39 g, 5.0 mmol) and potassium carbonate (1.98 g, 14.3 mmol) in DMF (15 ml), the mixture was stirred at 70° C. for 9 hours and further stirred at room temperature for 2 days. After completion of the reaction, the reaction mixture was poured into 2N hydrochloric acid, and the mixture was extracted with ethyl acetate (20 ml×3). An organic-layer was washed with wa... Reactants: ClCCC(=O)N1C2=C(NC(C3=C1C=CC=C3)=O)C=CC=N2 (11-(3-chloropropionyl)-5,11-dihydro-6H-pyrido-[2,3-b][1,4]-benzodiazepine-6-one), CN1CCNCC1 (1-methyl-piperazine). Product: CN1CCN(CC1)CCC(=O)N1C2=C(NC(C3=C1C=CC=C3)=O)C=CC=N2 (5,11-dihydro-11-[3-(4-methyl-1-piperazinyl)-propionyl]-6H-pyrido-[2,3-b][1,4]-benzodiazepine-6-one). Isolated yield 51.0%. As a reaction SMILES: Cl[CH2:2][CH2:3][C:4]([N:6]1[C:12]2[CH:13]=[CH:14][CH:15]=[CH:16][C:11]=2[C:10](=[O:17])[NH:9][C:8]2[CH:18]=[CH:19][CH:20]=[N:21][C:7]1=2)=[O:5].[CH3:22][N:23]1[CH2:28][CH2:27][NH:26][CH2:25][CH2:24]1>>[CH3:22][N:23]1[CH2:28][CH2:27][N:26]([CH2:2][CH2:3][C:4]([N:6]2[C:12]3[CH:13]=[CH:14][CH:15]=[CH:16][C:11]=3[C:10](=[O:17])[NH:9][C:8]3[CH:18]=[CH:19][CH:20]=[N:21][C:7]2=3)=[O:5])[CH2:25][CH2:24]1. Procedure: Using the procedure of Example 2, 11-(3-chloropropionyl)-5,11-dihydro-6H-pyrido-[2,3-b][1,4]-benzodiazepine-6-one and 1-methyl-piperazine were reacted to obtain a 51% yield of 5,11-dihydro-11-[3-(4-methyl-1-piperazinyl)-propionyl]-6H-pyrido-[2,3-b][1,4]-benzodiazepine-6-one which melted at 232°-233° C. after crystallization from an ethyl acetate-ethanol mixture. The dihydrochloride thereof melted at 235° C. after crystallization from ethanol.